Task: describe an organic reaction: reactants, conditions, products, and yield. Dataset: the Open Reaction Database (ORD), a public repository of structured organic reaction records Starting materials: OC(C(=O)O)(C)C (2-hydroxy-iso-butyric acid), ClC=1C=C(C=CC1OCC1=NC=CC=C1)NC1=NC=NC2=CC=CC(=C12)O[C@@H](CNC)C (N-[3-chloro-4-(pyridin-2-ylmethoxy)phenyl]-5-[(1R)-1-methyl-2-(methylamino)ethoxy]quinazolin-4-amine). Product: ClC=1C=C(C=CC1OCC1=NC=CC=C1)NC1=NC=NC2=CC=CC(=C12)O[C@@H](CN(C(C(C)(C)O)=O)C)C (N-{(2R)-2-[(4-{[3-Chloro-4-(pyridin-2-ylmethoxy)phenyl]amino}quinazolin-5-yl)oxy]propyl}-2-hydroxy-N,2-dimethylpropanamide). The yield is 28.0%. RXN SMILES: [OH:1][C:2]([CH3:7])([CH3:6])[C:3](O)=[O:4].[Cl:8][C:9]1[CH:10]=[C:11]([NH:23][C:24]2[C:33]3[C:28](=[CH:29][CH:30]=[CH:31][C:32]=3[O:34][C@H:35]([CH3:39])[CH2:36][NH:37][CH3:38])[N:27]=[CH:26][N:25]=2)[CH:12]=[CH:13][C:14]=1[O:15][CH2:16][C:17]1[CH:22]=[CH:21][CH:20]=[CH:19][N:18]=1>>[Cl:8][C:9]1[CH:10]=[C:11]([NH:23][C:24]2[C:33]3[C:28](=[CH:29][CH:30]=[CH:31][C:32]=3[O:34][C@H:35]([CH3:39])[CH2:36][N:37]([CH3:38])[C:3](=[O:4])[C:2]([OH:1])([CH3:7])[CH3:6])[N:27]=[CH:26][N:25]=2)[CH:12]=[CH:13][C:14]=1[O:15][CH2:16][C:17]1[CH:22]=[CH:21][CH:20]=[CH:19][N:18]=1. Procedure details: The procedure described in Example 1 was repeated using 2-hydroxy-iso-butyric acid and N-[3-chloro-4-(pyridin-2-ylmethoxy)phenyl]-5-[(1R)-1-methyl-2-(methylamino)ethoxy]quinazolin-4-amine (obtained as described in Example 2.3, preparation of starting materials) to give the title compound as a white solid in 28% yield; NMR spectrum (DMSO-d6 373K) 1.25 (s, 3H), 1.27 (s, 3H), 1.43 (d, 3H), 3.26 (s, 3H), 3.54 (m, 1H), 4.16 (dd, 1H), 5.16 (m, 1H), 5.28 (s, 2H), 7.23 (m, 2H), 7.34 (m, 2H), 7.58 (m, 2H... Starting materials: [Al], C=CC(=O)OCC1CO1, COc1ccc(O)cc1, O=P([O-])([O-])[O-], OCC1OC(OC2(CO)OC(CO)C(O)C2O)C(O)C(O)C1O. RXN SMILES: [Al:42].[C:33]([CH:34]=[CH2:35])(=[O:36])[O:37][CH2:38][CH:39]1[O:40][CH2:41]1.[CH3:24][O:25][c:26]1[cH:27][cH:28][c:29]([OH:30])[cH:31][cH:32]1.[O-:43][P:44](=[O:45])([O-:46])[O-:47].[OH:1][CH2:2][CH:3]1[O:4][CH:5]([O:6][C:7]2([CH2:8][OH:9])[O:10][CH:11]([CH2:12][OH:13])[CH:14]([OH:15])[CH:16]2[OH:17])[CH:18]([OH:19])[CH:20]([OH:21])[CH:22]1[OH:23]>>[C:33]([CH:34]=[CH2:35])(=[O:36])[O-:37].[OH:1][CH2:2][CH:3]1[O:4][CH:5]([O:6][C:7]2([CH2:8][OH:9])[O:10][CH:11]([CH2:12][OH:13])[CH:14]([OH:15])[CH:16]2[OH:17])[CH:18]([OH:19])[CH:20]([OH:21])[CH:22]1[OH:23]. The product is C=CC(=O)[O-], OCC1OC(OC2(CO)OC(CO)C(O)C2O)C(O)C(O)C1O. Starting materials: B(F)(F)F.CCOCC (BF3.OEt2), ice, BrC=1C=CC(=C(C1)C(O)C=1C=C2CCCN(C2=CC1)CC1=CC=C(C=C1)OC)Cl ((5-bromo-2-chloro-phenyl)-[1-(4-methoxy-benzyl)-1,2,3,4-tetrahydro-quinolin-6-yl]-methanol), [SiH](CC)(CC)CC (Et3SiH). Solvent: ClCCl (dichloromethane). Reaction conditions: time 8 hour. Yields the product BrC=1C=CC(=C(CC=2C=C3CCCN(C3=CC2)CC2=CC=C(C=C2)OC)C1)Cl (6-(5-Bromo-2-chloro-benzyl)-1-(4-methoxy-benzyl)-1,2,3,4-tetrahydro-quinoline). Yield: 68.9%. As a reaction SMILES: [Br:1][C:2]1[CH:3]=[CH:4][C:5]([Cl:29])=[C:6]([CH:8]([C:10]2[CH:11]=[C:12]3[C:17](=[CH:18][CH:19]=2)[N:16]([CH2:20][C:21]2[CH:26]=[CH:25][C:24]([O:27][CH3:28])=[CH:23][CH:22]=2)[CH2:15][CH2:14][CH2:13]3)O)[CH:7]=1.[SiH](CC)(CC)CC.B(F)(F)F.CCOCC>ClCCl>[Br:1][C:2]1[CH:3]=[CH:4][C:5]([Cl:29])=[C:6]([CH:7]=1)[CH2:8][C:10]1[CH:11]=[C:12]2[C:17](=[CH:18][CH:19]=1)[N:16]([CH2:20][C:21]1[CH:22]=[CH:23][C:24]([O:27][CH3:28])=[CH:25][CH:26]=1)[CH2:15][CH2:14][CH2:13]2 |f:2.3|. Reported procedure: To an ice cold solution of (5-bromo-2-chloro-phenyl)-[1-(4-methoxy-benzyl)-1,2,3,4-tetrahydro-quinolin-6-yl]-methanol (2.2 g, 4.7 mmol) in dichloromethane (50 mL) was added Et3SiH (3.7 mL, 23.3 mmol) followed by BF3.OEt2 (1.5 mL, 11.6 mmol). The reaction mixture was stirred at room temperature overnight. The reaction was quenched by the addition of aq. NaHCO3. The volatiles were evaporated under reduced pressure; the resulting mixture was extracted with dichloromethane (2×50 mL), washed with bri... Starting materials: CC(C)(C)OC(=O)Nc1ccc(C(CN)CN)cc1, NS(N)(=O)=O, c1ccncc1. Yields the product CC(C)(C)OC(=O)Nc1ccc(C2CNS(=O)(=O)NC2)cc1. Reaction SMILES: [C:1]([CH3:2])([CH3:3])([CH3:4])[O:5][C:6]([NH:7][c:8]1[cH:9][cH:10][c:11]([CH:14]([CH2:15][NH2:16])[CH2:17][NH2:18])[cH:12][cH:13]1)=[O:19].[NH2:20][S:21]([NH2:22])(=[O:23])=[O:24].[cH:25]1[cH:26][cH:27][n:28][cH:29][cH:30]1>>[C:1]([CH3:2])([CH3:3])([CH3:4])[O:5][C:6]([NH:7][c:8]1[cH:9][cH:10][c:11]([CH:14]2[CH2:15][NH:16][S:21](=[O:23])(=[O:24])[NH:18][CH2:17]2)[cH:12][cH:13]1)=[O:19]. Reactants: O=C(O)Cc1ccc(C(F)(F)F)cc1, CC(=O)c1ccc(N)cc1. The reagents and catalysts are CC(C)N=C=NC(C)C (DIC), CN1C(=C(C(=O)N(C1=O)C)N=O)O (Oxyma-B). Solvent: CN(C)C=O (DMF), CN(C)C=O (DMF), CN(C)C=O (DMF), CN(C)C=O (DMF), CN(C)C=O (DMF), CN(C)C=O (DMF). Reaction conditions: temperature 25 celsius, time 2 hour. The product is CC(=O)c1ccc(NC(=O)Cc2ccc(C(F)(F)F)cc2)cc1. Yield: 4.6%. Reaction SMILES: CC(=O)c1ccc(N)cc1.O=C(O)Cc1ccc(C(F)(F)F)cc1.CC(C)N=C=NC(C)C.CN1C(=C(C(=O)N(C1=O)C)N=O)O.CN(C)C=O>>CC(=O)c1ccc(NC(=O)Cc2ccc(C(F)(F)F)cc2)cc1. Reactants: CC(C)(C)CCO, CC(C)(C)COc1cccc2[nH]c(C(=O)O)cc12. Yields the product CC(C)(C)CCOc1cccc2[nH]c(C(=O)O)cc12. As a reaction SMILES: [CH3:19][C:20]([CH2:21][CH2:22][OH:23])([CH3:24])[CH3:25].[CH3:1][C:2]([CH3:3])([CH3:4])[CH2:17][O:18][c:5]1[c:6]2[cH:7][c:8]([C:14](=[O:15])[OH:16])[nH:9][c:10]2[cH:11][cH:12][cH:13]1>>[c:5]1([O:23][CH2:22][CH2:21][C:20]([CH3:19])([CH3:24])[CH3:25])[c:6]2[cH:7][c:8]([C:14](=[O:15])[OH:16])[nH:9][c:10]2[cH:11][cH:12][cH:13]1. The reactants are c1ccc(CN2CCNCC2)cc1, CCCCN=C=O, C1CCOC1. Product: CCCCNC(=O)N1CCN(Cc2ccccc2)CC1. RXN SMILES: [CH2:8]([c:9]1[cH:10][cH:11][cH:12][cH:13][cH:14]1)[N:15]1[CH2:16][CH2:17][NH:18][CH2:19][CH2:20]1.[CH3:1][CH2:2][CH2:3][CH2:4][N:5]=[C:6]=[O:7].[O:21]1[CH2:22][CH2:23][CH2:24][CH2:25]1>>[CH3:1][CH2:2][CH2:3][CH2:4][NH:5][C:6](=[O:7])[N:18]1[CH2:17][CH2:16][N:15]([CH2:8][c:9]2[cH:10][cH:11][cH:12][cH:13][cH:14]2)[CH2:20][CH2:19]1.